describe an organic reaction: reactants, conditions, products, and yield From a dataset of the Open Reaction Database (ORD), a public repository of structured organic reaction records. The reactants are O=C([O-])[O-], CO, O=C(OCc1ccccc1)N1CCOC(CNC(=O)C(F)(F)F)C1, [K+], [K+], O. The product is NCC1CN(C(=O)OCc2ccccc2)CCO1. As a reaction SMILES: [C:25](=[O:26])([O-:27])[O-:28].[CH3:32][OH:33].[F:1][C:2]([F:3])([F:4])[C:23]([NH:5][CH2:6][CH:7]1[O:8][CH2:9][CH2:10][N:11]([C:13](=[O:14])[O:15][CH2:16][c:17]2[cH:18][cH:19][cH:20][cH:21][cH:22]2)[CH2:12]1)=[O:24].[K+:29].[K+:30].[OH2:31]>>[NH2:5][CH2:6][CH:7]1[O:8][CH2:9][CH2:10][N:11]([C:13](=[O:14])[O:15][CH2:16][c:17]2[cH:18][cH:19][cH:20][cH:21][cH:22]2)[CH2:12]1. The reactants are CCCC[O-], CCOC(C)=O, CN(C)C=O, CC(C)C(=O)Nc1nc(C=O)cs1, [K+], O=[N+]([O-])c1ccc(CBr)cc1, O, c1ccc(P(c2ccccc2)c2ccccc2)cc1. Yields the product CC(C)C(=O)Nc1nc(C=Cc2ccc([N+](=O)[O-])cc2)cs1. RXN SMILES: [CH3:31][CH2:32][CH2:33][CH2:34][O-:35].[CH3:51][CH2:52][O:53][C:54](=[O:55])[CH3:56].[CH3:57][N:58]([CH3:59])[CH:60]=[O:61].[CH:37](=[O:38])[c:39]1[n:40][c:41]([NH:44][C:45]([CH:46]([CH3:47])[CH3:48])=[O:49])[s:42][cH:43]1.[K+:36].[O-:1][N+:2](=[O:3])[c:4]1[cH:5][cH:6][c:7]([CH2:8][Br:9])[cH:10][cH:11]1.[OH2:50].[c:12]1([P:13]([c:14]2[cH:15][cH:16][cH:17][cH:18][cH:19]2)[c:20]2[cH:21][cH:22][cH:23][cH:24][cH:25]2)[cH:26][cH:27][cH:28][cH:29][cH:30]1>>[O-:1][N+:2](=[O:3])[c:4]1[cH:5][cH:6][c:7]([CH:8]=[CH:37][c:39]2[n:40][c:41]([NH:44][C:45]([CH:46]([CH3:47])[CH3:48])=[O:49])[s:42][cH:43]2)[cH:10][cH:11]1. The reactants are BrCC(=O)C1=CC(=C(C=C1)S(=O)(=O)C)F (2-bromo-1-[3-fluoro-4-(methylsulfonyl)phenyl]ethanone), BrC1=CC=C(C=C1)CC(=O)O (4-bromophenylacetic acid). Yields the product BrC1=CC=C(C=C1)C=1C(OCC1C1=CC(=C(C=C1)S(=O)(=O)C)F)=O (3-(4-Bromophenyl)-4-[3-fluoro-4-(methylsulfonyl)phenyl]-2(5H)-furanone). As a reaction SMILES: Br[CH2:2][C:3]([C:5]1[CH:10]=[CH:9][C:8]([S:11]([CH3:14])(=[O:13])=[O:12])=[C:7]([F:15])[CH:6]=1)=O.[Br:16][C:17]1[CH:22]=[CH:21][C:20]([CH2:23][C:24]([OH:26])=[O:25])=[CH:19][CH:18]=1>>[Br:16][C:17]1[CH:18]=[CH:19][C:20]([C:23]2[C:24](=[O:26])[O:25][CH2:2][C:3]=2[C:5]2[CH:10]=[CH:9][C:8]([S:11]([CH3:14])(=[O:13])=[O:12])=[C:7]([F:15])[CH:6]=2)=[CH:21][CH:22]=1. Procedure details: The title compound was prepared according to the procedure of Example 32 using 2-bromo-1-[3-fluoro-4-(methylsulfonyl)phenyl]ethanone (Lalezari, Iradj et al., J. Chem. Eng. Data, 11, 619 (1966)) instead of 2-bromo-1-[4-(methylsulfonyl)phenyl]ethanone, 4-bromophenylacetic acid instead of 4-(3-thienyl)phenylacetic acid. Starting materials: COCCO (polyethylene glycol monomethyl ester), C(C(=C)C)(=O)O (methacrylic acid), C=CC1=CC=CC=C1 (styrene), C(C(=C)C)(=O)O (methacrylic acid), O (water). Product: C=CC1=CC=CC=C1 (styrene), C(\C=C/C(=O)[O-])(=O)OC (monomethyl maleate). RXN SMILES: [CH2:1]=[CH:2][C:3]1[CH:8]=[CH:7][CH:6]=[CH:5][CH:4]=1.[C:9]([OH:14])(=[O:13])[C:10](C)=[CH2:11].[CH3:15][O:16][CH2:17]CO.[OH2:20]>>[CH2:1]=[CH:2][C:3]1[CH:8]=[CH:7][CH:6]=[CH:5][CH:4]=1.[C:17]([O:16][CH3:15])(=[O:20])/[CH:11]=[CH:10]\[C:9]([O-:14])=[O:13]. Procedure details: In the case of a solution polymerization, for example, 23 parts of styrene, 24 parts of methacrylic butyl, 23 parts of methacrylic acid, and 10 parts of a polyethylene glycol monomethyl ester of methacrylic acid are fed in water-soluble solvent (e.g., butyl cellosolve) at 80 to 140° C. under an ambient nitrogen atmosphere, and are pre-mixed. The mixture is then copolymerized for 4 to 5 hours with dripping a polymerization initiator, then 20 parts of the AD copolymer (e.g., obtained from 10 parts... Reactants: C1(=CC=CC=C1)S(=O)(=O)[O-].C(#N)C[N+]1(CCCC1)CC1=NC=CC=C1 (1-cyanomethyl-1-(2-picolyl)pyrrolidinium benzenesulfonate), [BH4-].[Na+] (sodium borohydride), BrCCC#N (3-bromopropionitrile), C(#N)NC#N (dicyanoamine). Run in C(C)O (ethanol). Yields the product CC1=NC=CC=C1CCC(C#N)N1CCCC1 (2-Methyl 3-(1-N-pyrrolidinyl-3-cyanopropyl)pyridine). As a reaction SMILES: C1(S([O-])(=O)=O)C=CC=CC=1.C(C[N+:14]1([CH2:19][C:20]2[CH:25]=[CH:24][CH:23]=[CH:22]N=2)[CH2:18][CH2:17][CH2:16][CH2:15]1)#N.Br[CH2:27][CH2:28][C:29]#[N:30].[C:31](NC#N)#[N:32].[BH4-].[Na+]>C(O)C>[CH3:22][C:23]1[C:24]([CH2:25][CH2:20][CH:19]([N:14]2[CH2:15][CH2:16][CH2:17][CH2:18]2)[C:31]#[N:32])=[CH:27][CH:28]=[CH:29][N:30]=1 |f:0.1,4.5|. Procedure: 1-cyanomethyl-1-(2-picolyl)pyrrolidinium benzenesulfonate (see Preparation II) is rearranged and alkylated with 3-bromopropionitrile as in Example 2. The resulting dicyanoamine is decyanated with sodium borohydride in ethanol to give the product. Purification is effected via the picrate. Starting materials: ClC=1C=CC2=C(CCC3=C(C2=O)C=CC=C3OCCN3CCOCC3)C1 (8-chloro-1-(2-morpholin-4-yl-ethoxy)-10,11-dihydrodibenzo[a,d]cyclohepten-5-one), FC1=C(N)C=CC(=C1)F (2,4-difluoroaniline), P (phosphine), O([Na])C(C)(C)C (NaOtert-Bu). Reagents/catalysts: CC(=O)[O-].CC(=O)[O-].[Pd+2] (Pd(OAc)2). The solvent is C1(=CC=CC=C1)C (toluene), C(C)(C)(C)O (tert-BuOH). Yields the product FC1=C(C=CC(=C1)F)NC=1C=CC2=C(CCC3=C(C2=O)C=CC=C3OCCN3CCOCC3)C1 (8-(2,4-Difluorophenylamino)-1-(2-morpholin-4-yl-ethoxy)-10,11-dihydrodibenzo[a,d]cyclo-hepten-5-one). Reaction SMILES: Cl[C:2]1[CH:3]=[CH:4][C:5]2[C:11](=[O:12])[C:10]3[CH:13]=[CH:14][CH:15]=[C:16]([O:17][CH2:18][CH2:19][N:20]4[CH2:25][CH2:24][O:23][CH2:22][CH2:21]4)[C:9]=3[CH2:8][CH2:7][C:6]=2[CH:26]=1.[F:27][C:28]1[CH:34]=[C:33]([F:35])[CH:32]=[CH:31][C:29]=1[NH2:30].P.O(C(C)(C)C)[Na]>C1(C)C=CC=CC=1.C(O)(C)(C)C.CC([O-])=O.CC([O-])=O.[Pd+2]>[F:27][C:28]1[CH:34]=[C:33]([F:35])[CH:32]=[CH:31][C:29]=1[NH:30][C:2]1[CH:3]=[CH:4][C:5]2[C:11](=[O:12])[C:10]3[CH:13]=[CH:14][CH:15]=[C:16]([O:17][CH2:18][CH2:19][N:20]4[CH2:25][CH2:24][O:23][CH2:22][CH2:21]4)[C:9]=3[CH2:8][CH2:7][C:6]=2[CH:26]=1 |f:6.7.8|. Reported procedure: For the synthesis of the title compound, 0.48 g (0.0013 mol) of 8-chloro-1-(2-morpholin-4-yl-ethoxy)-10,11-dihydrodibenzo[a,d]cyclohepten-5-one, 0.17 g (0.0013 mol) of 2,4-difluoroaniline, 2 spatula tips of Pd(OAc)2, 0.14 g of phosphine ligand and 0.70 g (0.0073 mol) of NaOtert-Bu in 10 ml of toluene and 2 ml of tert-BuOH are reacted by method O. Purification is carried out by column chromatography (flash; SiO2; hexane 60%/ethyl acetate 40%). Starting materials: ClCC1=NC=CN=C1 (2-chloromethylpyrazine), C(#N)NC(SC)=NC (N-cyano-N', S-dimethylisothiourea), C(CN)N (ethylenediamine), N1=C(C=NC=C1)CNCCN (N-(2-pyrazinylmethyl)ethylenediamine). Yields the product C(#N)NC(=NCCNCC1=NC=CN=C1)NC (N-Cyano-N'-methyl-N"-[2-(2-pyrazinylmethylamino)ethyl]-guanidine). As a reaction SMILES: ClCC1C=NC=CN=1.C(N)CN.[N:13]1[CH:18]=[CH:17][N:16]=[CH:15][C:14]=1[CH2:19][NH:20][CH2:21][CH2:22][NH2:23].[C:24]([NH:26][C:27](=[N:30][CH3:31])SC)#[N:25]>>[C:24]([NH:26][C:27]([NH:30][CH3:31])=[N:23][CH2:22][CH2:21][NH:20][CH2:19][C:14]1[CH:15]=[N:16][CH:17]=[CH:18][N:13]=1)#[N:25]. Procedure details: Reacting 2-chloromethylpyrazine with ethylenediamine by the procedure of Example 34 and reacting the resulting N-(2-pyrazinylmethyl)ethylenediamine with N-cyano-N', S-dimethylisothiourea by the procedure of Example 3 gives the title compound. Reaction SMILES: [Si]([O:18][CH2:19][CH2:20]/[C:21](=[CH:31]\[S:32][C:33]1[CH:38]=[CH:37][CH:36]=[CH:35][CH:34]=1)/[C:22](=[S:30])[NH:23][C:24]1[CH:29]=[CH:28][CH:27]=[CH:26][CH:25]=1)(C(C)(C)C)(C1C=CC=CC=1)C1C=CC=CC=1.[Cl-].[NH4+]>[Cl-].C([N+](CCCC)(CCCC)CCCC)CCC.O1CCCC1>[OH:18][CH2:19][CH2:20]/[C:21](=[CH:31]\[S:32][C:33]1[CH:38]=[CH:37][CH:36]=[CH:35][CH:34]=1)/[C:22](=[S:30])[NH:23][C:24]1[CH:29]=[CH:28][CH:27]=[CH:26][CH:25]=1 |f:1.2,3.4|. The reagents and catalysts are [Cl-].C(CCC)[N+](CCCC)(CCCC)CCCC (tetra n-butyl ammonium chloride). The solvent is O1CCCC1 (tetrahydrofuran). Procedure: 1 ml of tetra n-butyl ammonium chloride (1 mol/l of tetrahydrofuran solution) was added to 5 ml of tetrahydrofuran solution including 0.4 g of (E)-4-(tert-butyldiphenylsilyloxy)-N-phenyl-2-(phenylthiomethylene)butanethioamide. The resulting solution was stirred at room temperature for 30 minutes and added with saturated ammonium chloride. The solution was extracted with ethyl acetate, dried with anhydrous magnesium sulfate and filtered, concentrated under reduced pressure. Crude (E)-4-hydroxy-N-... Run at time 30 minute. Product: OCC\C(\C(NC1=CC=CC=C1)=S)=C/SC1=CC=CC=C1 ((E)-4-hydroxy-N-phenyl-2-(phenylthiomethylene)butanethioamide). The reactants are [Si](C1=CC=CC=C1)(C1=CC=CC=C1)(C(C)(C)C)OCC\C(\C(NC1=CC=CC=C1)=S)=C/SC1=CC=CC=C1 ((E)-4-(tert-butyldiphenylsilyloxy)-N-phenyl-2-(phenylthiomethylene)butanethioamide), [Cl-].[NH4+] (ammonium chloride). The reactants are N([C@@H](CC1=CC=CC=C1)C(=O)N[C@@H](CC1=CC=CC=C1)C(=O)N[C@@H](CC(C)C)C(=O)N[C@@H](C(C)C)C(=O)O)C(=O)OCC1=CC=CC=C1.C(C)(C)(C)C(O[SiH](C)C)C([NH-])(C(C(C)(C)C)O[SiH](C)C)C(C(C)(C)C)O[SiH](C)C (Z-Phe-Phe-Leu-Val tris(tert.-butyldimethylsilyloxymethyl)-methyl amide). Run in C(C)(=O)O.O (acetic acid H2O). Yields the product N([C@@H](CC1=CC=CC=C1)C(=O)N[C@@H](CC1=CC=CC=C1)C(=O)N[C@@H](CC(C)C)C(=O)N[C@@H](C(C)C)C(=O)O)C(=O)OCC1=CC=CC=C1.OCC([NH-])(CO)CO (Z-Phe-Phe-Leu-Val tris(hydroxymethyl)-methyl amide). As a reaction SMILES: [NH:1]([C:39]([O:41][CH2:42][C:43]1[CH:48]=[CH:47][CH:46]=[CH:45][CH:44]=1)=[O:40])[C@H:2]([C:10]([NH:12][C@H:13]([C:21]([NH:23][C@H:24]([C:29]([NH:31][C@H:32]([C:36]([OH:38])=[O:37])[CH:33]([CH3:35])[CH3:34])=[O:30])[CH2:25][CH:26]([CH3:28])[CH3:27])=[O:22])[CH2:14][C:15]1[CH:20]=[CH:19][CH:18]=[CH:17][CH:16]=1)=[O:11])[CH2:3][C:4]1[CH:9]=[CH:8][CH:7]=[CH:6][CH:5]=1.C([CH:53]([C:58]([CH:69]([O:74][SiH](C)C)C(C)(C)C)([CH:60]([O:65][SiH](C)C)C(C)(C)C)[NH-:59])[O:54][SiH](C)C)(C)(C)C>C(O)(=O)C.O>[NH:1]([C:39]([O:41][CH2:42][C:43]1[CH:44]=[CH:45][CH:46]=[CH:47][CH:48]=1)=[O:40])[C@H:2]([C:10]([NH:12][C@H:13]([C:21]([NH:23][C@H:24]([C:29]([NH:31][C@H:32]([C:36]([OH:38])=[O:37])[CH:33]([CH3:35])[CH3:34])=[O:30])[CH2:25][CH:26]([CH3:28])[CH3:27])=[O:22])[CH2:14][C:15]1[CH:20]=[CH:19][CH:18]=[CH:17][CH:16]=1)=[O:11])[CH2:3][C:4]1[CH:9]=[CH:8][CH:7]=[CH:6][CH:5]=1.[OH:54][CH2:53][C:58]([CH2:69][OH:74])([CH2:60][OH:65])[NH-:59] |f:0.1,2.3,4.5|. Procedure details: 39 mg of Z-Phe-Phe-Leu-Val-tris(tert.-butyldimethylsilyloxymethyl)-methyl amide (Example 62) are stirred for 3 hours in 3 ml of acetic acid/H2O 2:1. After evaporating off the sovent and medium-pressure chromatography (LOBAR® prefabricated column, size B, 40-60 μm, system B8), the title compound is obtained in the form of a colourless powder. Rf (B8)=0.36. Starting materials: CCOC(C)=O, CC(C)(C)OC(=O)NCc1ccc(Cl)cc1CNC(=O)C1CCCN1C(=O)C(O)(c1ccccc1)C(F)(F)F. Product: NCc1ccc(Cl)cc1CNC(=O)C1CCCN1C(=O)C(O)(c1ccccc1)C(F)(F)F. As a reaction SMILES: [CH3:40][CH2:41][O:42][C:43]([CH3:44])=[O:45].[OH:1][C:2]([C:3](=[O:4])[N:5]1[CH:6]([C:7](=[O:8])[NH:9][CH2:10][c:11]2[c:12]([CH2:18][NH:19][C:20]([O:21][C:22]([CH3:23])([CH3:24])[CH3:25])=[O:26])[cH:13][cH:14][c:15]([Cl:17])[cH:16]2)[CH2:27][CH2:28][CH2:29]1)([C:30]([F:31])([F:32])[F:33])[c:34]1[cH:35][cH:36][cH:37][cH:38][cH:39]1>>[OH:1][C:2]([C:3](=[O:4])[N:5]1[CH:6]([C:7](=[O:8])[NH:9][CH2:10][c:11]2[c:12]([CH2:18][NH2:19])[cH:13][cH:14][c:15]([Cl:17])[cH:16]2)[CH2:27][CH2:28][CH2:29]1)([C:30]([F:31])([F:32])[F:33])[c:34]1[cH:35][cH:36][cH:37][cH:38][cH:39]1.